Dataset: the Open Reaction Database (ORD), a public repository of structured organic reaction records. Task: describe an organic reaction: reactants, conditions, products, and yield Starting materials: Cl (hydrochloric acid), O (water), [OH-].[Na+] (NaOH), C(C)OC(C1=CC(=C(C=C1)OC(C)C)OCCC1=C(C=C(C=C1)Cl)Cl)=O (3-[2-(2,4-Dichloro-phenyl)-ethoxy]-4-isopropoxy-benzoic acid ethyl ester). Solvent: O1CCOCC1 (dioxan). Run at temperature 60 celsius, time 16 hour. Yields the product ClC1=C(C=CC(=C1)Cl)CCOC=1C=C(C(=O)O)C=CC1OC(C)C (3-[2-(2,4-Dichloro-phenyl)-ethoxy]-4-isopropoxy-benzoic acid). As a reaction SMILES: C([O:3][C:4](=[O:26])[C:5]1[CH:10]=[CH:9][C:8]([O:11][CH:12]([CH3:14])[CH3:13])=[C:7]([O:15][CH2:16][CH2:17][C:18]2[CH:23]=[CH:22][C:21]([Cl:24])=[CH:20][C:19]=2[Cl:25])[CH:6]=1)C.O.[OH-].[Na+].Cl>O1CCOCC1>[Cl:25][C:19]1[CH:20]=[C:21]([Cl:24])[CH:22]=[CH:23][C:18]=1[CH2:17][CH2:16][O:15][C:7]1[CH:6]=[C:5]([CH:10]=[CH:9][C:8]=1[O:11][CH:12]([CH3:14])[CH3:13])[C:4]([OH:26])=[O:3] |f:2.3|. Procedure: 0.75 g (1.89 mmol) of 3-[2-(2,4-Dichloro-phenyl)-ethoxy]-4-isopropoxy-benzoic acid ethyl ester was dissolved in 15 ml of dioxan. 5 ml of water and 2N aqueous NaOH was added to the solution to give a pH of 13. The reaction solution was heated at 60° C. for 4 h and stirred at room temperature for 16 h. The reaction solution was cooled to 0° C. and concentrated hydrochloric acid was added to give a pH of 1-2, whereupon the product precipitated from solution. The suspension was stirred for 30 min, t... The reactants are C([O-])(O)=O.[Na+] (sodium bicarbonate), C(C)OC(C)OCCCCN1S(C2=C(C=C1CN1CCOCC1)C=CS2)(=O)=O (2-[4-(1-Ethoxyethoxy)butyl]-3-(4-morpholinylmethyl)-2H-thieno[3,2-e]-1,2-thiazine 1,1-dioxide), C(CCC)[Li] (n-butyllithium), NOS(=O)(=O)O (hydroxylamine-O-sulfonic acid), CC(=O)[O-].[Na+] (NaOAc), S(=O)=O (sulfur dioxide), C([O-])(O)=O.[Na+] (sodium bicarbonate). Reaction SMILES: C(OC([O:6][CH2:7][CH2:8][CH2:9][CH2:10][N:11]1[C:16]([CH2:17][N:18]2[CH2:23][CH2:22][O:21][CH2:20][CH2:19]2)=[CH:15][C:14]2[CH:24]=[CH:25][S:26][C:13]=2[S:12]1(=[O:28])=[O:27])C)C.C([Li])CCC.[S:34](=[O:36])=[O:35].[NH2:37]OS(O)(=O)=O.CC([O-])=O.[Na+].C(=O)(O)[O-].[Na+]>C1COCC1.C(OCC)(=O)C>[OH:6][CH2:7][CH2:8][CH2:9][CH2:10][N:11]1[C:16]([CH2:17][N:18]2[CH2:23][CH2:22][O:21][CH2:20][CH2:19]2)=[CH:15][C:14]2[CH:24]=[C:25]([S:34]([NH2:37])(=[O:36])=[O:35])[S:26][C:13]=2[S:12]1(=[O:28])=[O:27] |f:4.5,6.7|. Conditions: time 5 minute. Isolated yield 69.0%. Yields the product OCCCCN1S(C2=C(C=C1CN1CCOCC1)C=C(S2)S(=O)(=O)N)(=O)=O (2-(4-Hydroxybutyl)-3-(4-morpholinylmethyl)-2H-thieno[3,2-e]-1,2-thiazine-6-sulfonamide 1,1-dioxide). Procedure: To a solution of the product from Step D (3.22 g, 7.49 mmol) in anhydrous THF (30 mL) under nitrogen at -70° C. was added n-butyllithium (2.5M in hexanes, 3.30 mL, 8.24 mmol) via syringe over 5 min. The mixture was stirred for 30 min at which point a stream of sulfur dioxide was passed over the surface of the reaction mixture for about 5 min. The mixture was warmed to ambient temperature, evaporated to dryness and the residue was mixed with water (100 mL), cooled on an ice bath at which point hy... The solvent is C(C)(=O)OCC (ethyl acetate), C1CCOC1 (THF). Starting materials: COC1=C(C=CC=C1)NCC(=O)C1=CC=CC=C1 (2-(2-methoxyphenyl)amino-1-phenyl-ethan-1-one), C(#CC(=O)OC)C(=O)OC (dimethyl acetylenedicarboxylate). The solvent is C1(=CC=CC=C1)C (toluene), C(C)(=O)OCC (ethyl acetate). Product: COC(=O)C=1N(C=C(C1C(=O)OC)C1=CC=CC=C1)C1=C(C=CC=C1)OC (2,3-di(methoxycarbonyl)-1-(2-methoxyphenyl)-4-phenyl-pyrrole). RXN SMILES: [CH3:1][O:2][C:3]1[CH:8]=[CH:7][CH:6]=[CH:5][C:4]=1[NH:9][CH2:10][C:11]([C:13]1[CH:18]=[CH:17][CH:16]=[CH:15][CH:14]=1)=O.[C:19]([C:25]([O:27][CH3:28])=[O:26])#[C:20][C:21]([O:23][CH3:24])=[O:22]>C1(C)C=CC=CC=1.C(OCC)(=O)C>[CH3:24][O:23][C:21]([C:20]1[N:9]([C:4]2[CH:5]=[CH:6][CH:7]=[CH:8][C:3]=2[O:2][CH3:1])[CH:10]=[C:11]([C:13]2[CH:18]=[CH:17][CH:16]=[CH:15][CH:14]=2)[C:19]=1[C:25]([O:27][CH3:28])=[O:26])=[O:22]. Procedure: A solution of 7,4 g of 2-(2-methoxyphenyl)amino-1-phenyl-ethan-1-one and 11,3 ml of dimethyl acetylenedicarboxylate in 150 ml of toluene is refluxed for 12 hours and then the solvent is eliminated in vacuo. The residue remaining is taken up in ethyl acetate and washed with water. After the organic phase has been dried the solvent is distilled off in vacuo and the residue remaining is chromatographed on silica gel (n-hexane:ethyl acetate 80:20). 9,4 g of 2,3-di(methoxycarbonyl)-1-(2-methoxyphenyl...